This data is from the Open Reaction Database (ORD), a public repository of structured organic reaction records. The task is: describe an organic reaction: reactants, conditions, products, and yield The reactants are ice, FC(C=1C=C(C(=O)N2CC(NC[C@H]2CC2=CNC3=CC=CC=C23)=O)C=C(C1)C(F)(F)F)(F)F ((5R)-4-[3,5-bis(trifluoromethyl)benzoyl]-5-(1H-indol-3-ylmethyl)piperazin-2-one), [H-].[Na+] (sodium hydride), BrCC(=O)OCC (ethyl bromoacetate), Cl (hydrochloric acid). Conditions: time 10 minute. Product: FC(C=1C=C(C(=O)N2CC(N(C[C@H]2CC2=CNC3=CC=CC=C23)CC(=O)OCC)=O)C=C(C1)C(F)(F)F)(F)F ((5R)-4-[3,5-bis(trifluoromethyl)benzoyl]-1-(ethoxycarbonylmethyl)-5-(1H-indol-3-ylmethyl)piperazin-2-one). Reaction SMILES: [F:1][C:2]([F:33])([F:32])[C:3]1[CH:4]=[C:5]([CH:25]=[C:26]([C:28]([F:31])([F:30])[F:29])[CH:27]=1)[C:6]([N:8]1[C@H:13]([CH2:14][C:15]2[C:23]3[C:18](=[CH:19][CH:20]=[CH:21][CH:22]=3)[NH:17][CH:16]=2)[CH2:12][NH:11][C:10](=[O:24])[CH2:9]1)=[O:7].[H-].[Na+].Br[CH2:37][C:38]([O:40][CH2:41][CH3:42])=[O:39].Cl>O1CCCC1.ClCCl.O>[F:29][C:28]([F:31])([F:30])[C:26]1[CH:25]=[C:5]([CH:4]=[C:3]([C:2]([F:1])([F:32])[F:33])[CH:27]=1)[C:6]([N:8]1[C@H:13]([CH2:14][C:15]2[C:23]3[C:18](=[CH:19][CH:20]=[CH:21][CH:22]=3)[NH:17][CH:16]=2)[CH2:12][N:11]([CH2:37][C:38]([O:40][CH2:41][CH3:42])=[O:39])[C:10](=[O:24])[CH2:9]1)=[O:7] |f:1.2|. The solvent is ClCCl (dichloromethane), O1CCCC1 (tetrahydrofuran), O (water). Reported procedure: To an ice-cooled solution of (5R)-4-[3,5-bis(trifluoromethyl)benzoyl]-5-(1H-indol-3-ylmethyl)piperazin-2-one (2.15 g) in tetrahydrofuran (43 ml) were added successively sodium hydride (60%) (0.37 g) and ethyl bromoacetate (0.56 ml) in a stream of nitrogen. The mixture was stirred for 55 minutes at the same temperature, and water (20 ml) and 0.5N hydrochloric acid (20 ml) were added successively to the mixture. After stirring for 10 minutes, dichloromethane (80 ml) was added into the mixture at r... Reactants: C(=O)(N1C=NC=C1)N1C=NC=C1 (1,1′-carbonyldiimidazole), S(O)(O)(=O)=O (sulfuric acid), C(C)(C)(C)OC(=O)N[C@H](C(=O)O)CN(C1=NC=CC=N1)C1=CC=CC=C1 ((S)-2-tert-butoxycarbonylamino-3-(phenyl-pyrimidin-2-ylamino)-propanoic acid), N (Ammonia). The solvent is C(C)#N (acetonitrile), C(C)#N (acetonitrile). Reaction conditions: time 2 hour. Product: C(C)(C)(C)OC(=O)N[C@H](C(=O)N)CN(C1=NC=CC=N1)C1=CC=CC=C1 ((S)-2-tert-butoxycarbonylamino-3-(phenyl-pyrimidin-2-ylamino)-propanoic acid amide). Isolated yield 95.2%. As a reaction SMILES: [C:1]([O:5][C:6]([NH:8][C@@H:9]([CH2:13][N:14]([C:21]1[CH:26]=[CH:25][CH:24]=[CH:23][CH:22]=1)[C:15]1[N:20]=[CH:19][CH:18]=[CH:17][N:16]=1)[C:10](O)=[O:11])=[O:7])([CH3:4])([CH3:3])[CH3:2].C(N1C=CN=C1)([N:29]1C=CN=C1)=O.N.S(=O)(=O)(O)O>C(#N)C>[C:1]([O:5][C:6]([NH:8][C@@H:9]([CH2:13][N:14]([C:21]1[CH:22]=[CH:23][CH:24]=[CH:25][CH:26]=1)[C:15]1[N:16]=[CH:17][CH:18]=[CH:19][N:20]=1)[C:10]([NH2:29])=[O:11])=[O:7])([CH3:4])([CH3:3])[CH3:2]. Reported procedure: A suspension of (S)-2-tert-butoxycarbonylamino-3-(phenyl-pyrimidin-2-ylamino)-propanoic acid (11.9 g, 33.2 mmol, >99.9% ee) in acetonitrile (36 ml) is admixed at −15° C. with a solution of 1,1′-carbonyldiimidazole (8.36 g, 51.6 mmol) in acetonitrile (125 ml), and the reaction mixture is stirred for 2 h at this temperature. Ammonia (4.0 g, 222 mmol) is then introduced, and the mixture is stirred for further 1 h and then adjusted to pH 4.5 using 2N sulfuric acid. Acetonitrile is distilled off, and... The reactants are NC1=CC=C(C=C1)N1N=C(C=C1C(F)(F)F)C(F)(F)F (1-(4′-aminophenyl)-3,5-bis(trifluoromethyl)pyrazole), N1=CC=C(C=C1)C=O (pyridine-4-carboxaldehyde), C(#N)[BH3-].[Na+] (Sodium cyanoborohydride). Solvent: CO (methanol), C(C)(=O)O (acetic acid), C(Cl)Cl (CH2Cl2). Conditions: time 8 hour. Product: FC(C1=NN(C(=C1)C(F)(F)F)C1=CC=C(C=C1)NCC1=CC=NC=C1)(F)F (N-{4-[3,5-bis(Trifluoromethyl)pyrazol-1-yl]phenyl}pyridin-4-ylmethylamine). Yield: 77.7%. RXN SMILES: [NH2:1][C:2]1[CH:7]=[CH:6][C:5]([N:8]2[C:12]([C:13]([F:16])([F:15])[F:14])=[CH:11][C:10]([C:17]([F:20])([F:19])[F:18])=[N:9]2)=[CH:4][CH:3]=1.[N:21]1[CH:26]=[CH:25][C:24]([CH:27]=O)=[CH:23][CH:22]=1.C([BH3-])#N.[Na+]>CO.C(O)(=O)C.C(Cl)Cl>[F:18][C:17]([F:20])([F:19])[C:10]1[CH:11]=[C:12]([C:13]([F:14])([F:15])[F:16])[N:8]([C:5]2[CH:4]=[CH:3][C:2]([NH:1][CH2:27][C:24]3[CH:25]=[CH:26][N:21]=[CH:22][CH:23]=3)=[CH:7][CH:6]=2)[N:9]=1 |f:2.3|. Procedure: A mixture of 1-(4′-aminophenyl)-3,5-bis(trifluoromethyl)pyrazole (0.059 g, 0.2 mmol) and pyridine-4-carboxaldehyde (20 μL, 0.2 mmol) in methanol (0.8 mL) and acetic acid (0.2 mL) was stirred at room temperature for 15 minutes Sodium cyanoborohydride (0.032 g, 0.5 mmol) was added, and the reaction mixture stirred overnight. The reaction mixture was diluted with CH2Cl2 (50 mL), washed with brine (2×20 mL), dried over anhydrous Na2SO4 and evaporated. The residue was purified by flash column chromat... Starting materials: COC1=C(OC=2C(=NC=NC2Cl)Cl)C=CC=C1 (5-(2-methoxyphenoxy)-4,6-dichloropyrimidine), COC1=C(C=CC=C1)S(=O)(=O)N (o-methoxyphenylsulfonamide). Solvent: C(C)(=O)OCC (ethyl acetate). Yields the product ethylene glycol Na, OCCOC1=C(C(=NC=N1)NS(=O)(=O)C1=C(C=CC=C1)OC)OC1=C(C=CC=C1)OC (N-[6-(2-hydroxyethoxy)-5-(o-methoxyphenoxy)-4-pyrimidinyl]-o-methoxybenzenesulfonamide). RXN SMILES: [CH3:1][O:2][C:3]1[CH:17]=[CH:16][CH:15]=[CH:14][C:4]=1[O:5][C:6]1[C:7](Cl)=[N:8][CH:9]=[N:10][C:11]=1Cl.[CH3:18][O:19][C:20]1[CH:25]=[CH:24][CH:23]=[CH:22][C:21]=1[S:26]([NH2:29])(=[O:28])=[O:27]>C(OCC)(=O)C>[OH:2][CH2:3][CH2:4][O:5][C:11]1[N:10]=[CH:9][N:8]=[C:7]([NH:29][S:26]([C:21]2[CH:22]=[CH:23][CH:24]=[CH:25][C:20]=2[O:19][CH3:18])(=[O:28])=[O:27])[C:6]=1[O:5][C:4]1[CH:14]=[CH:15][CH:16]=[CH:17][C:3]=1[O:2][CH3:1]. Procedure details: By reacting 5-(2-methoxyphenoxy)-4,6-dichloropyrimidine with o-methoxyphenylsulfonamide and thereafter with ethylene glycol Na, there was obtained N-[6-(2-hydroxyethoxy)-5-(o-methoxyphenoxy)-4-pyrimidinyl]-o-methoxybenzenesulfonamide, m.p. 164°-165° C. (from ethyl acetate). Starting materials: CS(=O)C1=NN=C(S1)N=C=O (5-methylsulfinyl-1,3,4-thiadiazol-2-yl isocyanate), dimethyl acetal, CNCC=O (2-methylaminoacetaldehyde). The solvent is C1=CC=CC=C1 (benzene), C1=CC=CC=C1 (benzene). Product: dimethyl acetal, CN(C(=O)NC=1SC(=NN1)S(=O)C)CC=O (2-[1-methyl-3-(5-methylsulfinyl-1,3,4-thiadiazol2-yl)ureido]acetaldehyde). RXN SMILES: [CH3:1][S:2]([C:4]1[S:8][C:7]([N:9]=[C:10]=[O:11])=[N:6][N:5]=1)=[O:3].[CH3:12][NH:13][CH2:14][CH:15]=[O:16]>C1C=CC=CC=1>[CH3:12][N:13]([CH2:14][CH:15]=[O:16])[C:10]([NH:9][C:7]1[S:8][C:4]([S:2]([CH3:1])=[O:3])=[N:5][N:6]=1)=[O:11]. Procedure details: A mixture of 5-methylsulfinyl-1,3,4-thiadiazol-2-yl isocyanate dimer (0.05 mole), the dimethyl acetal of 2-methylaminoacetaldehyde (0.1 mole) and benzene (60 ml) are charged into a glass reaction vessel equipped with a mechanical stirrer and reflux condenser. The reaction mixture is heated at reflux for a period of about 15 minutes. After this time the mixture is stripped of benzene under reduced pressure to yield a solid product as the residue. The residue is then recrystallized to yield the de... Reactants: FC(C(=O)O)(F)F (Trifluoroacetic acid), ClC=1C=CC(=NC1)COC1=CC(N(C=C1)C1=CC=C(C=C1)O[C@H]1CN(CC1)C(=O)OC(C)(C)C)=O (4-[(5-chloro-2-pyridinyl)methoxy]-1-(4-{[(3R)-1-(tert-butoxycarbonyl)-3-pyrrolidinyl]oxy}phenyl)-1H-pyridin-2-one). Solvent: C(Cl)(Cl)Cl (chloroform). The product is ClC=1C=CC(=NC1)COC1=CC(N(C=C1)C1=CC=C(C=C1)O[C@H]1CNCC1)=O (4-[(5-Chloro-2-pyridinyl)methoxy]-1-(4-{[(3R)-3-pyrrolidinyl]oxy}phenyl)-1H-pyridin-2-one). The yield is 105.6%. As a reaction SMILES: FC(F)(F)C(O)=O.[Cl:8][C:9]1[CH:10]=[CH:11][C:12]([CH2:15][O:16][C:17]2[CH:22]=[CH:21][N:20]([C:23]3[CH:28]=[CH:27][C:26]([O:29][C@@H:30]4[CH2:34][CH2:33][N:32](C(OC(C)(C)C)=O)[CH2:31]4)=[CH:25][CH:24]=3)[C:19](=[O:42])[CH:18]=2)=[N:13][CH:14]=1>C(Cl)(Cl)Cl>[Cl:8][C:9]1[CH:10]=[CH:11][C:12]([CH2:15][O:16][C:17]2[CH:22]=[CH:21][N:20]([C:23]3[CH:24]=[CH:25][C:26]([O:29][C@@H:30]4[CH2:34][CH2:33][NH:32][CH2:31]4)=[CH:27][CH:28]=3)[C:19](=[O:42])[CH:18]=2)=[N:13][CH:14]=1. Reported procedure: Trifluoroacetic acid (20 mL) was added to chloroform solution (20 mL) of 4-[(5-chloro-2-pyridinyl)methoxy]-1-(4-{[(3R)-1-(tert-butoxycarbonyl)-3-pyrrolidinyl]oxy}phenyl)-1H-pyridin-2-one (3.14 g, Example 121), and stirred at room temperature for an hour. After concentrating the reaction liquid, 1N sodium hydroxide solution was added thereto, followed by extraction with chloroform two times. The organic layer was washed with saturated brine, dried over anhydrous potassium carbonate, and the solve... Reactants: ClC1=CC=C(C=C1)C=1SC(=C(N1)C)C=CC1CNCCC1 (3-[2-[2-(4-chlorophenyl)-4-methylthiazol-5-yl]ethenyl]piperidine), COC(=O)C=1C=C(C=CC1)OB(O)O (3-(methoxycarbonyl)phenylboric acid). The product is ClC1=CC=C(C=C1)C=1SC(=C(N1)C)C=CC1CN(CCC1)C=1C=C(C(=O)OC)C=CC1 (Methyl 3-[3-[2-[2-(4-chlorophenyl)-4-methylthiazol-5-yl]ethenyl]piperidin-1-yl]benzoate). Isolated yield 35.7%. RXN SMILES: [Cl:1][C:2]1[CH:7]=[CH:6][C:5]([C:8]2[S:9][C:10]([CH:14]=[CH:15][CH:16]3[CH2:21][CH2:20][CH2:19][NH:18][CH2:17]3)=[C:11]([CH3:13])[N:12]=2)=[CH:4][CH:3]=1.[CH3:22][O:23][C:24]([C:26]1[CH:27]=[C:28](OB(O)O)[CH:29]=[CH:30][CH:31]=1)=[O:25]>>[Cl:1][C:2]1[CH:7]=[CH:6][C:5]([C:8]2[S:9][C:10]([CH:14]=[CH:15][CH:16]3[CH2:21][CH2:20][CH2:19][N:18]([C:30]4[CH:31]=[C:26]([CH:27]=[CH:28][CH:29]=4)[C:24]([O:23][CH3:22])=[O:25])[CH2:17]3)=[C:11]([CH3:13])[N:12]=2)=[CH:4][CH:3]=1. Procedure details: Using 3-[2-[2-(4-chlorophenyl)-4-methylthiazol-5-yl]ethenyl]piperidine (153 mg, 0.480 mmol) and 3-(methoxycarbonyl)phenylboric acid (173 mg, 0.960 mmol), the same procedure was followed as in Example 2 to give 77.7 mg (36%) of the desired compound as a yellow powder. Starting materials: O (water), C1(CC1)C(=O)C1=C2C=CC(=NC2=CC=C1)N[C@@H]1CCC2=CC=CC=C12 (Cyclopropyl-[2-((R)-indan-1-ylamino)-quinolin-5-yl]-methanone), Cl.NO (hydroxylamine hydrochloride), C([O-])([O-])=O.[Na+].[Na+] (sodium carbonate). The solvent is C(C)O (ethanol). Conditions: time 2 hour. Yields the product C1(CC1)C(=NO)C1=C2C=CC(=NC2=CC=C1)N[C@@H]1CCC2=CC=CC=C12 (Cyclopropyl-[2-((R)-indan-1-ylamino)-quinolin-5-yl]-methanone oxime). Yield: 45.6%. Reaction SMILES: [CH:1]1([C:4]([C:6]2[CH:15]=[CH:14][CH:13]=[C:12]3[C:7]=2[CH:8]=[CH:9][C:10]([NH:16][C@H:17]2[C:25]4[C:20](=[CH:21][CH:22]=[CH:23][CH:24]=4)[CH2:19][CH2:18]2)=[N:11]3)=O)[CH2:3][CH2:2]1.Cl.[NH2:27][OH:28].C(=O)([O-])[O-].[Na+].[Na+].O>C(O)C>[CH:1]1([C:4]([C:6]2[CH:15]=[CH:14][CH:13]=[C:12]3[C:7]=2[CH:8]=[CH:9][C:10]([NH:16][C@H:17]2[C:25]4[C:20](=[CH:21][CH:22]=[CH:23][CH:24]=4)[CH2:19][CH2:18]2)=[N:11]3)=[N:27][OH:28])[CH2:3][CH2:2]1 |f:1.2,3.4.5|. Reported procedure: A stirred suspension of cyclopropyl-[2-((R)-indan-1-ylamino)-quinolin-5-yl]-methanone (example 30) (150 mg, 0.46 mmol), hydroxylamine hydrochloride (95 mg, 1.37 mmol) and sodium carbonate (145 mg, 1.37 mmol) in ethanol (5 ml) was heated under reflux conditions for 18 h, the reaction mixture was poured into water (5 ml) and the mixture was stirred for 2 h. The precipitate was collected by filtration and further purified by flash chromatography on silica gel (heptane/ethyl acetate) to yield the ti... Reactants: Cl.CN(C)CC1C(C2=CC(=CC=C2CC1)OC)=O (2-[(dimethylamino)methyl]-3,4-dihydro-7-methoxy-1(2H)-naphthalenone, hydrochloride), C1(=CC=CC=C1)N1CNC(C12CCNCC2)=O (1-phenyl-1,3,8-triazaspiro[4.5]decan-4-one). Solvent: C(C)O (ethanol). Conditions: time 16 hour. The product is C1(=CC=CC=C1)N1CNC(C12CCN(CC2)CC2C(C1=CC(=CC=C1CC2)OC)=O)=O (1-Phenyl-8-[(1,2,3,4-tetrahydro-7-methoxy-1-oxo-2-naphthalenyl)methyl]-1,3,8-triazaspiro[4.5]decan-4-one). Yield: 71.6%. Reaction SMILES: Cl.[CH3:2][N:3]([CH2:5][CH:6]1[CH2:15][CH2:14][C:13]2[C:8](=[CH:9][C:10]([O:16][CH3:17])=[CH:11][CH:12]=2)[C:7]1=[O:18])[CH3:4].[C:19]1([N:25]2[C:29]3([CH2:34]CNC[CH2:30]3)[C:28](=[O:35])[NH:27][CH2:26]2)[CH:24]=[CH:23][CH:22]=[CH:21][CH:20]=1>C(O)C>[C:19]1([N:25]2[C:29]3([CH2:30][CH2:2][N:3]([CH2:5][CH:6]4[CH2:15][CH2:14][C:13]5[C:8](=[CH:9][C:10]([O:16][CH3:17])=[CH:11][CH:12]=5)[C:7]4=[O:18])[CH2:4][CH2:34]3)[C:28](=[O:35])[NH:27][CH2:26]2)[CH:20]=[CH:21][CH:22]=[CH:23][CH:24]=1 |f:0.1|. Reported procedure: A mixture of 15.0 g of 2-[(dimethylamino)methyl]-3,4-dihydro-7-methoxy-1(2H)-naphthalenone, hydrochloride (1:1), 13.0 g of 1-phenyl-1,3,8-triazaspiro[4.5]decan-4-one, and 250 ml of absolute ethanol is heated on a steam bath until all solids dissolve. The resulting solution is stirred for 16 hours at room temperature under nitrogen. The resulting precipitates are collected and washed with additional absolute ethanol to give 16.7 g of the title compound.